Dataset: the Open Reaction Database (ORD), a public repository of structured organic reaction records. Task: describe an organic reaction: reactants, conditions, products, and yield Reactants: [Si](C)(C)(C(C)(C)C)Cl (t-Butyldimethylsilyl chloride), CN(C(=O)C1=C(C2=C(OCO2)C=C1)O)C (N,N-dimethyl-4-hydroxy-1,3-benzodioxole-5-carboxamide), N1C=NC=C1 (imidazole). Run in C(Cl)Cl (CH2Cl2), C(Cl)Cl (CH2Cl2). Conditions: time 3 hour. The product is CN(C(=O)C1=C(C2=C(OCO2)C=C1)O[Si](C)(C)C(C)(C)C)C (N,N-Dimethyl-4-(tert-butyldimethylsilyloxy)-1,3-benzodioxole-5-carboxamide). Yield: 82.0%. RXN SMILES: [Si:1](Cl)([C:4]([CH3:7])([CH3:6])[CH3:5])([CH3:3])[CH3:2].[CH3:9][N:10]([CH3:23])[C:11]([C:13]1[CH:21]=[CH:20][C:16]2[O:17][CH2:18][O:19][C:15]=2[C:14]=1[OH:22])=[O:12].N1C=CN=C1>C(Cl)Cl>[CH3:9][N:10]([CH3:23])[C:11]([C:13]1[CH:21]=[CH:20][C:16]2[O:17][CH2:18][O:19][C:15]=2[C:14]=1[O:22][Si:1]([C:4]([CH3:7])([CH3:6])[CH3:5])([CH3:3])[CH3:2])=[O:12]. Procedure details: t-Butyldimethylsilyl chloride (4.02 g, 26.67 mmol) in CH2Cl2 (25 ml) was added to a solution of N,N-dimethyl-4-hydroxy-1,3-benzodioxole-5-carboxamide (5) (4.49 g, 20.5 mmol) and imidazole (3.63 g, 53.3 mmol) in CH2Cl2 (25 ml). The solution was stirred for 3 h at rt, during which time a white solid precipitated. The mixture was washed with brine, dried over MgSO4 and concentrated. Chromatography on silica (hexane/ethyl acetate, 1:1) afforded 9 (5.44 g, 82%) as a crystalline solid. 1H NMR (270 MHz... Reactants: Cl (hydrogen chloride), B.CSC (Borane methyl sulphide), CC(C)(C)NC(C(C1=CC(=CC=C1)Cl)O)=O (N-[1,1-dimethylethyl]-3-chloro-α-hydroxybenzene acetamide), CO (methanol). The solvent is O1CCCC1 (tetrahydrofuran). The product is Cl.ClC=1C=C(C=CC1)C(O)CNC(C)(C)C (3-chloro-α-[[[1,1-dimethylethyl]amino]methyl]benzenemethanol hydrochloride salt). As a reaction SMILES: B.CSC.[CH3:5][C:6]([NH:9][C:10](=O)[CH:11]([OH:19])[C:12]1[CH:17]=[CH:16][CH:15]=[C:14]([Cl:18])[CH:13]=1)([CH3:8])[CH3:7].CO.Cl>O1CCCC1>[ClH:18].[Cl:18][C:14]1[CH:13]=[C:12]([CH:11]([CH2:10][NH:9][C:6]([CH3:8])([CH3:7])[CH3:5])[OH:19])[CH:17]=[CH:16][CH:15]=1 |f:0.1,6.7|. Reported procedure: Borane-methyl sulphide (2.15g, 2.7ml, 4 equivs.) was added dropwise, under nitrogen, to a stirred solution of N-[1,1-dimethylethyl]-3-chloro-α-hydroxybenzene acetamide (1.71g) in dry tetrahydrofuran. The resulting solution was stirred and heated under reflux for 2h., cooled, and treated with methanol (1ml). The reaction mixture was heated under reflux for 1 h., cooled, treated with methanolic hydrogen chloride, and the solvent evaporated to give 3-chloro-α-[[[1,1-dimethylethyl]amino]methyl]benze... The reactants are C(CCC)[Li] (n-butyllithium), Cl (hydrochloric acid), C(CC)SC=1C(=CSC1)S(=O)(=O)NC(C)(C)C (4-propylthio-3-N-(1,1-dimethylethyl)-3-thiophenesulfonamide), Solid, C(=O)=O (carbon dioxide). The solvent is CCCCCC (hexane), C1CCOC1 (THF). Reaction conditions: temperature 20 celsius. Product: C(CC)SC=1C(=C(SC1)C(=O)O)S(=O)(=O)NC(C)(C)C (4-Propylthio-3-(N-(1,1-dimethylethyl)aminosulfonyl)-2-thiophenecarboxylic acid). As a reaction SMILES: [CH2:1]([S:4][C:5]1[C:6]([S:10]([NH:13][C:14]([CH3:17])([CH3:16])[CH3:15])(=[O:12])=[O:11])=[CH:7][S:8][CH:9]=1)[CH2:2][CH3:3].C([Li])CCC.[C:23](=[O:25])=[O:24].Cl>C1COCC1.CCCCCC>[CH2:1]([S:4][C:5]1[C:6]([S:10]([NH:13][C:14]([CH3:16])([CH3:15])[CH3:17])(=[O:12])=[O:11])=[C:7]([C:23]([OH:25])=[O:24])[S:8][CH:9]=1)[CH2:2][CH3:3]. Reported procedure: A solution of 12.15 g 4-propylthio-3-N-(1,1-dimethylethyl)-3-thiophenesulfonamide in 150 mL THF was cooled to -30° C. and treated dropwise with 31.6 mL 2.69M n-butyllithium in hexane. The solution was warmed to 20° C. for 1.5 hours and then cooled to -80° C. 8.8 g Solid carbon dioxide was added in one portion, the mixture was warmed to 20° C. and poured over ice and hydrochloric acid. The organic layer was separated and the aqueous layer was extracted with ethyl acetate. The combined organic lay... Starting materials: FC=1C=C2C(=CNC2=C(C1)/C(=N/[H])/NO)CCC(=O)OCC (Ethyl 3-{5-fluoro-7-[(Z)-(hydroxyamino)(imino)methyl]-1H-indol-3-yl}propanoate), C=1C=CC2=C(C1)N=NN2O (HOBT), CCN=C=NCCCN(C)C (EDCI), ClC=1C=C(C(=O)O)C=CC1OC(C)C (3-chloro-4-[(1-methylethyl)oxy]benzoic acid), CCCC[N+](CCCC)(CCCC)CCCC.[F-] (TBAF). The solvent is C1CCOC1 (THF), C1CCOC1 (THF). Reaction conditions: time 1 hour. Yields the product ClC=1C=C(C=CC1OC(C)C)C1=NC(=NO1)C=1C=C(C=C2C(=CNC12)CCC(=O)OCC)F (Ethyl 3-[7-(5-{3-chloro-4-[(1-methylethyl)oxy]phenyl}-1,2,4-oxadiazol-3-yl)-5-fluoro-1H-indol-3-yl]propanoate). The yield is 86.5%. Reaction SMILES: C1C=CC2N(O)N=NC=2C=1.CCN=C=NCCCN(C)C.[Cl:22][C:23]1[CH:24]=[C:25]([CH:29]=[CH:30][C:31]=1[O:32][CH:33]([CH3:35])[CH3:34])[C:26]([OH:28])=O.[F:36][C:37]1[CH:38]=[C:39]2[C:43](=[C:44](/[C:46](/[NH:49]O)=[N:47]/[H])[CH:45]=1)[NH:42][CH:41]=[C:40]2[CH2:51][CH2:52][C:53]([O:55][CH2:56][CH3:57])=[O:54].CCCC[N+](CCCC)(CCCC)CCCC.[F-]>C1COCC1>[Cl:22][C:23]1[CH:24]=[C:25]([C:26]2[O:28][N:47]=[C:46]([C:44]3[CH:45]=[C:37]([F:36])[CH:38]=[C:39]4[C:43]=3[NH:42][CH:41]=[C:40]4[CH2:51][CH2:52][C:53]([O:55][CH2:56][CH3:57])=[O:54])[N:49]=2)[CH:29]=[CH:30][C:31]=1[O:32][CH:33]([CH3:35])[CH3:34] |f:4.5|. Procedure details: HOBT (216 mg) and EDCI (273 mg) were added to a solution of 3-chloro-4-[(1-methylethyl)oxy]benzoic acid (D32) (151 mg) in THF (4 mL). The reaction mixture was stirred at RT for 1 hour. Ethyl 3-{5-fluoro-7-[(Z)-(hydroxyamino)(imino)methyl]-1H-indol-3-yl}propanoate (D136) (268 mg) in THF (4 mL) was added. Then stirring continued overnight. TBAF (1.18 g) was then added. The reaction vessel was sealed and heated in Biotage Initiator using initial normal to 120° C. for 1.5 hours. After cooling, the r... The reactants are NC(/C=C/C(=O)N[C@H]1[C@H](O[C@H]([C@H](C1)C)C\C=C(\C=C\[C@@H]1C[C@]2(CO2)C[C@H](O1)CC(=O)N)/C)C)C ((2E)-4-amino-N-[(2R,3R,5S,6S)-6-{(2E,4E)-5-[(3S,5S,7S)-7-(2-amino-2-oxoethyl)-1,6-dioxaspiro[2.5]oct-5-yl]-3-methylpenta-2,4-dien-1-yl}-2,5-dimethyltetrahydro-2H-pyran-3-yl]pent-2-enamide), NC(\C=C/C(=O)N[C@H]1[C@H](O[C@H]([C@H](C1)C)C\C=C(\C=C\[C@@H]1C[C@]2(CO2)C[C@H](O1)CC(=O)N)/C)C)C ((2Z)-4-amino-N-[(2R,3R,5S,6S)-6-{(2E,4E)-5-[(3S,5S,7S)-7-(2-amino-2-oxoethyl)-1,6-dioxaspiro[2.5]oct-5-yl]-3-methylpenta-2,4-dien-1-yl}-2,5-dimethyltetrahydro-2H-pyran-3-yl]pent-2-enamide), P(=O)([O-])([O-])[O-].[Na+].[Na+].[Na+] (sodium phosphate), C(C)(C)N (isopropylamine), solution. The solvent is P(=O)([O-])([O-])[O-] (phosphate), CS(=O)C (DMSO). The product is CC1=C(C(=C(C=N1)COP(=O)(O)O)C=O)O (pyridoxal phosphate), solution, P(=O)([O-])([O-])[O-] (phosphate). RXN SMILES: NC(C)/[CH:3]=[CH:4]/[C:5]([NH:7][C@@H:8]1[CH2:13][C@H:12](C)[C@H:11](C/C=C(\C)/C=C/[C@H]2O[C@H](CC(N)=O)C[C@]3(OC3)C2)[O:10][C@@H:9]1C)=O.NC(C)/C=C\C(N[C@@H]1C[C@H](C)[C@H](C/C=C(\C)/C=C/[C@H]2O[C@H](CC(N)=O)C[C@]3(OC3)C2)O[C@@H]1C)=[O:40].[P:69]([O-:73])([O-:72])([O-:71])=[O:70].[Na+].[Na+].[Na+].C(N)(C)C>CS(C)=O.P([O-])([O-])([O-])=O>[CH3:9][C:8]1[N:7]=[CH:5][C:4]([CH2:3][O:70][P:69]([OH:73])([OH:72])=[O:71])=[C:12]([CH:11]=[O:10])[C:13]=1[OH:40].[P:69]([O-:73])([O-:72])([O-:71])=[O:70] |f:2.3.4.5|. Reported procedure: Synthesis of (2E)-4-amino-N-[(2R,3R,5S,6S)-6-{(2E,4E)-5-[(3S,5S,7S)-7-(2-amino-2-oxoethyl)-1,6-dioxaspiro[2.5]oct-5-yl]-3-methylpenta-2,4-dien-1-yl}-2,5-dimethyltetrahydro-2H-pyran-3-yl]pent-2-enamide (#B271) and (2Z)-4-amino-N-[(2R,3R,5S,6S)-6-{(2E,4E)-5-[(3S,5S,7S)-7-(2-amino-2-oxoethyl)-1,6-dioxaspiro[2.5]oct-5-yl]-3-methylpenta-2,4-dien-1-yl}-2,5-dimethyltetrahydro-2H-pyran-3-yl]pent-2-enamide (#B272): To 100 mM sodium phosphate buffer pH 7.4 (3.57 ml) were added #B129 (7 mg, in 0.23 ml DMSO... Reactants: COC(=O)Cc1cccc(CN(C(C)C)C2CCN(c3nc4ccc(Cl)cc4s3)CC2)c1, CO, Cl, [Na+], C1CCOC1, [OH-]. The product is CC(C)N(Cc1cccc(CC(=O)O)c1)C1CCN(c2nc3ccc(Cl)cc3s2)CC1. As a reaction SMILES: [CH3:1][O:2][C:3]([CH2:4][c:5]1[cH:6][c:7]([CH2:11][N:12]([CH:13]([CH3:14])[CH3:15])[CH:16]2[CH2:17][CH2:18][N:19]([c:22]3[s:23][c:24]4[c:25]([n:26]3)[cH:27][cH:28][c:29]([Cl:31])[cH:30]4)[CH2:20][CH2:21]2)[cH:8][cH:9][cH:10]1)=[O:32].[CH3:41][OH:42].[ClH:40].[Na+:34].[O:35]1[CH2:36][CH2:37][CH2:38][CH2:39]1.[OH-:33]>>[O:2]=[C:3]([CH2:4][c:5]1[cH:6][c:7]([CH2:11][N:12]([CH:13]([CH3:14])[CH3:15])[CH:16]2[CH2:17][CH2:18][N:19]([c:22]3[s:23][c:24]4[c:25]([n:26]3)[cH:27][cH:28][c:29]([Cl:31])[cH:30]4)[CH2:20][CH2:21]2)[cH:8][cH:9][cH:10]1)[OH:32]. The reactants are CC(=O)C1=CC=C(C=C1)N (4-amino acetophenone), [BH4-].[Na+] (sodium borohydride). Run in CO (methanol). Run at time 3 hour. Yields the product NC1=CC=C(C=C1)C(C)O (1-(4-amino-phenyl)-ethanol). The yield is 78.8%. RXN SMILES: [CH3:1][C:2]([C:4]1[CH:9]=[CH:8][C:7]([NH2:10])=[CH:6][CH:5]=1)=[O:3].[BH4-].[Na+]>CO>[NH2:10][C:7]1[CH:8]=[CH:9][C:4]([CH:2]([OH:3])[CH3:1])=[CH:5][CH:6]=1 |f:1.2|. Reported procedure: To a solution of 4-amino acetophenone (0.5 g, 3.7 mmol) in methanol (10 ml), was added sodium borohydride (0.27 g, 7.4 mmol, 2 eq) at 0° C. The reaction mixture was stirred for 3 hr at room temperature. The solvent was evaporated and water was added. The compound was extracted with ethyl acetate, then the organic layer was dried over anhydrous sodium sulfate, filtered and concentrated to dryness to yield pure 1-(4-amino-phenyl)-ethanol (0.4 g, 80%). Starting materials: Cl.COC1=CC=C(C=C1)S(=O)(=O)N([C@@H](C(=O)O)C(C)C)CC=1C=NC=CC1 (2(R)-[[4-methoxybenzenesulfonyl](3-picolyl)amino]-3-methylbutanoic acid hydrochloride), C(C(=O)Cl)(=O)Cl (Oxalyl chloride), NO (hydroxylamine), aqueous solution. The solvent is CN(C=O)C (dimethylformamide), C(Cl)Cl (methylene chloride), CN(C=O)C (dimethylformamide), O1CCCC1 (tetrahydrofuran). Conditions: temperature 0 celsius, time 2 hour. Yields the product ONC([C@@H](C(C)C)N(CC=1C=NC=CC1)S(=O)(=O)C1=CC=C(C=C1)OC)=O (N-hydroxy-2(R)-[[4-methoxybenzenesulfonyl](3-picolyl)amino]-3-methylbutanamide). As a reaction SMILES: C(Cl)(=O)C(Cl)=O.Cl.[CH3:8][O:9][C:10]1[CH:15]=[CH:14][C:13]([S:16]([N:19]([CH2:27][C:28]2[CH:29]=[N:30][CH:31]=[CH:32][CH:33]=2)[C@H:20]([CH:24]([CH3:26])[CH3:25])[C:21](O)=[O:22])(=[O:18])=[O:17])=[CH:12][CH:11]=1.[NH2:34][OH:35]>C(Cl)Cl.CN(C)C=O.O1CCCC1>[OH:35][NH:34][C:21](=[O:22])[C@H:20]([N:19]([S:16]([C:13]1[CH:14]=[CH:15][C:10]([O:9][CH3:8])=[CH:11][CH:12]=1)(=[O:18])=[O:17])[CH2:27][C:28]1[CH:29]=[N:30][CH:31]=[CH:32][CH:33]=1)[CH:24]([CH3:26])[CH3:25] |f:1.2|. Reported procedure: Oxalyl chloride (106 mL, 1.22 mol) is added over 1 hour to dimethylformamide (92 mL) in methylene chloride (1250 mL) at 0° C. To this is added a solution of 2(R)-[[4-methoxybenzenesulfonyl](3-picolyl)amino]-3-methylbutanoic acid hydrochloride (248 g, 0.6 mol) in dimethylformamide (450 mL) over 1 hour, maintaining the temperature at 0° C. This solution is stirred an additional 2 hours at room temperature, and then added dropwise to a mixture of hydroxylamine (460 g of a 50% aqueous solution, 6.82...